From a dataset of the Open Reaction Database (ORD), a public repository of structured organic reaction records. describe an organic reaction: reactants, conditions, products, and yield The reactants are Cl.ClC1=CC=C(C=C1)C(C(C)N)CC1=CC=C(C=C1)Cl (N-[2,3-bis(4-chlorophenyl)-1-methylpropyl]-amine hydrochloride), OCC(C(=O)O)(C)C (3-hydroxy-2,2-dimethylpropionic acid), ON1N=NC2=C1C=CC=C2 (1-hydroxybenzotriazole), C(C)(C)N(CC)C(C)C (diisopropylethylamine), CN(CCCN=C=NCC)C (1-[3-(dimethylamino)propyl]-3-ethylcarbodiimide). Run in CCOC(=O)C (EtOAc), C(Cl)Cl (CH2Cl2). Run at time 8 hour. The product is ClC1=CC=C(C=C1)C(C(C)NC(C(CO)(C)C)=O)CC1=CC=C(C=C1)Cl (N-[2,3-Bis(4-chlorophenyl)-1-methylpropyl]-3-hydroxy-2,2-dimethylpropanamide). Reaction SMILES: Cl.[Cl:2][C:3]1[CH:8]=[CH:7][C:6]([CH:9]([CH2:13][C:14]2[CH:19]=[CH:18][C:17]([Cl:20])=[CH:16][CH:15]=2)[CH:10]([NH2:12])[CH3:11])=[CH:5][CH:4]=1.[OH:21][CH2:22][C:23]([CH3:28])([CH3:27])[C:24](O)=[O:25].ON1C2C=CC=CC=2N=N1.C(N(C(C)C)CC)(C)C.CN(C)CCCN=C=NCC>C(Cl)Cl.CCOC(C)=O>[Cl:2][C:3]1[CH:8]=[CH:7][C:6]([CH:9]([CH2:13][C:14]2[CH:15]=[CH:16][C:17]([Cl:20])=[CH:18][CH:19]=2)[CH:10]([NH:12][C:22](=[O:21])[C:23]([CH3:28])([CH3:27])[CH2:24][OH:25])[CH3:11])=[CH:5][CH:4]=1 |f:0.1|. Reported procedure: To a mixture of 2-amino-3,4-bis(4-chlorophenyl)butane hydrochloride salt (Reference Example 1, Diastereomer α) (3.7 g, 11 mmol), 3-hydroxy-2,2-dimethylpropionic acid (2.0 g, 17 mmol) in CH2Cl2 (100 mL) was added 1-hydroxybenzotriazole (2.3 g, 17 mmol), diisopropylethylamine (7.7 mL, 44 mmol) and 1-[3-(dimethylamino)propyl]-3-ethylcarbodiimide (3.2 g, 17 mmol). After stirring at room temperature overnight. The reaction mixture was diluted with EtOAc (200 mL), washed with water and saturated aqueo... Reactants: C(C1=CC=CC=C1)OCCC=1N=C(OC1C)C1=C(C=C(C=C1)Br)F (4-(2-benzyloxy-ethyl)-2-(4-bromo-2-fluoro-phenyl)-5-methyl-oxazole), C(C1=CC=CC=C1)OCCC=1N=C(OC1C)C1=C(C=C(C=C1)Br)F (4-(2-benzyloxy-ethyl)-2-(4-bromo-2-fluoro-phenyl)-5-methyl-oxazole), CS(=O)(=O)C1=CC=C(C=C1)B(O)O (4-methylsulfonylphenylboronic acid). Reagents/catalysts: [OH-].[OH-].[Pd+2] (palladium hydroxide on carbon). Solvent: O1CCCC1 (tetrahydrofuran). The product is FC=1C=C(C=CC1C=1OC(=C(N1)CCO)C)C1=CC=C(C=C1)S(=O)(=O)C (2-[2-(3-Fluoro-4′-methanesulfonyl-biphenyl-4-yl)-5-methyl-oxazol-4-yl]-ethanol). RXN SMILES: C([O:8][CH2:9][CH2:10][C:11]1[N:12]=[C:13]([C:17]2[CH:22]=[CH:21][C:20](Br)=[CH:19][C:18]=2[F:24])[O:14][C:15]=1[CH3:16])C1C=CC=CC=1.[CH3:25][S:26]([C:29]1[CH:34]=[CH:33][C:32](B(O)O)=[CH:31][CH:30]=1)(=[O:28])=[O:27]>O1CCCC1.[OH-].[OH-].[Pd+2]>[F:24][C:18]1[CH:19]=[C:20]([C:32]2[CH:33]=[CH:34][C:29]([S:26]([CH3:25])(=[O:28])=[O:27])=[CH:30][CH:31]=2)[CH:21]=[CH:22][C:17]=1[C:13]1[O:14][C:15]([CH3:16])=[C:11]([CH2:10][CH2:9][OH:8])[N:12]=1 |f:3.4.5|. Reported procedure: Using 4-(2-benzyloxy-ethyl)-2-(4-bromo-2-fluoro-phenyl)-5-methyl-oxazole (see Intermediate 37) and 4-methylsulfonylphenylboronic acid, follow a procedure in substantial accordance with that found in Example 4. Take this product and hydrogenate using 20% palladium hydroxide on carbon in tetrahydrofuran for 36 hours at 40° C. and 60 psi. After this time, filter the reaction and concentrate in vacuo. Purify via radial chromatography eluting with methanol and dichloromethane. MS (m/e): 376.2 (M+1) The reactants are [Na+], C1CCOC1, [OH-], O, COC(=O)c1ccc2c(c1)C(O)c1ccccc1CO2. Product: O=C(O)c1ccc2c(c1)C(O)c1ccccc1CO2. Reaction SMILES: [Na+:27].[O:21]1[CH2:22][CH2:23][CH2:24][CH2:25]1.[OH-:26].[OH2:28].[OH:1][CH:2]1[c:3]2[c:4]([cH:13][cH:14][c:15]([C:17](=[O:18])[O:19][CH3:20])[cH:16]2)[O:5][CH2:6][c:7]2[c:8]1[cH:9][cH:10][cH:11][cH:12]2>>[OH:1][CH:2]1[c:3]2[c:4]([cH:13][cH:14][c:15]([C:17](=[O:18])[OH:19])[cH:16]2)[O:5][CH2:6][c:7]2[c:8]1[cH:9][cH:10][cH:11][cH:12]2. Procedure: To a solution of 4-Methyl-2-{5-[1-(3-methyl-butyl)-piperidin-2-yl]-4′-trifluoromethyl-biphenyl-3-yl}-pentanoic acid ethyl ester, compound 10c (32.0 mg, 0.06 mmol)in EtOH (3 mL) was added 2M KOH (130 μl, 0.25 mmol). The reaction was heated to 78° C. for 2 hours, cooled to room temperature, and concentrated in vacuo. Purification via Gilson HPLC, followed by salt exchange with aqueous 1N HCl, followed by lyophilization gave the title compound as a white solid. (12.0 mg, 40%) 1H NMR (300 MHz, MeOD)... The reactants are C(C)OC(C(CC(C)C)C=1C=C(C=C(C1)C1N(CCCC1)CCC(C)C)C1=CC=C(C=C1)C(F)(F)F)=O (4-Methyl-2-{5-[1-(3-methyl-butyl)-piperidin-2-yl]-4′-trifluoromethyl-biphenyl-3-yl}-pentanoic acid ethyl ester), compound 10c, [OH-].[K+] (KOH). Solvent: CCO (EtOH). Conditions: temperature 78 celsius. As a reaction SMILES: C([O:3][C:4](=[O:37])[CH:5]([C:10]1[CH:11]=[C:12]([C:27]2[CH:32]=[CH:31][C:30]([C:33]([F:36])([F:35])[F:34])=[CH:29][CH:28]=2)[CH:13]=[C:14]([CH:16]2[CH2:21][CH2:20][CH2:19][CH2:18][N:17]2[CH2:22][CH2:23][CH:24]([CH3:26])[CH3:25])[CH:15]=1)[CH2:6][CH:7]([CH3:9])[CH3:8])C.[OH-].[K+]>CCO>[CH3:8][CH:7]([CH3:9])[CH2:6][CH:5]([C:10]1[CH:11]=[C:12]([C:27]2[CH:32]=[CH:31][C:30]([C:33]([F:36])([F:34])[F:35])=[CH:29][CH:28]=2)[CH:13]=[C:14]([CH:16]2[CH2:21][CH2:20][CH2:19][CH2:18][N:17]2[CH2:22][CH2:23][CH:24]([CH3:25])[CH3:26])[CH:15]=1)[C:4]([OH:37])=[O:3] |f:1.2|. Yields the product CC(CC(C(=O)O)C=1C=C(C=C(C1)C1N(CCCC1)CCC(C)C)C1=CC=C(C=C1)C(F)(F)F)C (4-Methyl-2-{5-[1-(3-methyl-butyl)-piperidin-2-yl]-4′-trifluoromethyl-biphenyl-3-yl}-pentanoic acid). Starting materials: COc1ccc(C(=O)O)cc1, C1COCCN1, O=S(=O)(O)Cl, O. The product is COc1ccc(C(=O)O)cc1S(=O)(=O)N1CCOCC1. Reaction SMILES: [C:1]([c:2]1[cH:3][cH:4][c:5]([O:8][CH3:9])[cH:6][cH:7]1)(=[O:10])[OH:11].[CH2:17]1[CH2:18][O:19][CH2:20][CH2:21][NH:22]1.[Cl:12][S:13](=[O:14])(=[O:15])[OH:16].[OH2:23]>>[C:1]([c:2]1[cH:3][cH:4][c:5]([O:8][CH3:9])[c:6]([S:13](=[O:14])(=[O:16])[N:22]2[CH2:17][CH2:18][O:19][CH2:20][CH2:21]2)[cH:7]1)(=[O:10])[OH:11]. Reported procedure: A stirred mixture of 6.1 g. of 2,3-dihydro-5-hydroxycyclopenta[d]pyrido[1,2-a]pyrimidin-10(1H)-one, 1.40 g. of powdered sodium hydroxide, 100 ml of xylene, 100 mg of copper bronze, and 6.2 g. of benzyl bromide are stirred and heated under reflux for 12 hours, and filtered hot. From the filtrate, on cooling, the product crystallizes. It is filtered and recrystallized from xylene to give 6.3 g. of product, m.p. 150°-152°. The solvent is C=1(C(=CC=CC1)C)C (xylene). Yields the product C1(=CC=CC=C1)COC1=CC=CN2C1=NC1=C(C2=O)CCC1 (2,3-Dihydro-5-(phenylmethoxy)cyclopenta[d]pyrido[1,2-a]pyrimidin-10(1H)-one). RXN SMILES: [OH:1][C:2]1[C:7]2=[N:8][C:9]3[CH2:15][CH2:14][CH2:13][C:10]=3[C:11](=[O:12])[N:6]2[CH:5]=[CH:4][CH:3]=1.[OH-].[Na+].[CH2:18](Br)[C:19]1[CH:24]=[CH:23][CH:22]=[CH:21][CH:20]=1>[Cu].C1(C)C(C)=CC=CC=1>[C:19]1([CH2:18][O:1][C:2]2[C:7]3=[N:8][C:9]4[CH2:15][CH2:14][CH2:13][C:10]=4[C:11](=[O:12])[N:6]3[CH:5]=[CH:4][CH:3]=2)[CH:24]=[CH:23][CH:22]=[CH:21][CH:20]=1 |f:1.2|. The reagents and catalysts are [Cu] (copper bronze). Reactants: OC1=CC=CN2C1=NC1=C(C2=O)CCC1 (2,3-dihydro-5-hydroxycyclopenta[d]pyrido[1,2-a]pyrimidin-10(1H)-one), [OH-].[Na+] (sodium hydroxide), C(C1=CC=CC=C1)Br (benzyl bromide). The reactants are F[B-](F)(F)F, CN(C)C=O, O=C(O)c1cc2cc(C(=O)N3CCN(C4CCCC4)CC3)ccc2[nH]1, O=C(c1ccc2[nH]c(C(=O)N3CCS(=O)(=O)CC3)cc2c1)N1CCN(C2CCCC2)CC1, CCN(C(C)C)C(C)C, CNc1ccc(F)cc1, CN(C)C(On1nnc2ccccc21)=[N+](C)C. Product: CN(C(=O)c1cc2cc(C(=O)N3CCN(C4CCCC4)CC3)ccc2[nH]1)c1ccc(F)cc1. Reaction SMILES: [B-:58]([F:59])([F:60])([F:61])[F:62].[CH3:98][N:99]([CH3:100])[CH:101]=[O:102].[CH:1]1([N:6]2[CH2:7][CH2:8][N:9]([C:12](=[O:13])[c:14]3[cH:15][c:16]4[cH:17][c:18]([C:23](=[O:24])[OH:25])[nH:19][c:20]4[cH:21][cH:22]3)[CH2:10][CH2:11]2)[CH2:2][CH2:3][CH2:4][CH2:5]1.[CH:26]1([N:27]2[CH2:28][CH2:29][N:30]([C:31]([c:32]3[cH:33][c:34]4[c:35]([cH:36][cH:37]3)[nH:38][c:39]([C:40]([N:41]3[CH2:42][CH2:43][S:44](=[O:45])(=[O:46])[CH2:47][CH2:48]3)=[O:49])[cH:50]4)=[O:51])[CH2:52][CH2:53]2)[CH2:54][CH2:55][CH2:56][CH2:57]1.[CH:89]([N:90]([CH2:91][CH3:92])[CH:93]([CH3:94])[CH3:95])([CH3:96])[CH3:97].[F:80][c:81]1[cH:82][cH:83][c:84]([NH:85][CH3:86])[cH:87][cH:88]1.[n:63]1([O:64][C:65]([N:66]([CH3:67])[CH3:68])=[N+:69]([CH3:70])[CH3:71])[c:72]2[cH:73][cH:74][cH:75][cH:76][c:77]2[n:78][n:79]1>>[CH:1]1([N:6]2[CH2:7][CH2:8][N:9]([C:12](=[O:13])[c:14]3[cH:15][c:16]4[cH:17][c:18]([C:23](=[O:24])[N:85]([c:84]5[cH:83][cH:82][c:81]([F:80])[cH:88][cH:87]5)[CH3:86])[nH:19][c:20]4[cH:21][cH:22]3)[CH2:10][CH2:11]2)[CH2:2][CH2:3][CH2:4][CH2:5]1.